Dataset: the Open Reaction Database (ORD), a public repository of structured organic reaction records. Task: describe an organic reaction: reactants, conditions, products, and yield Reactants: 4-halobutene, COC(CN=CC1=CC=CC=C1)=O (N-(phenylmethylene)glycine methyl ester), non-nucleophilic base, C(C)(C)[N-]C(C)C.[Li+] (lithiumdiisopropylamide), O1CCCC1 (tetrahydrofuran). Product: COC(C(N=CC1=CC=CC=C1)CCC=C)=O (2-(3-butenyl)-N-(phenylmethylene)glycine methyl ester). RXN SMILES: [CH3:1][O:2][C:3](=[O:13])[CH2:4][N:5]=[CH:6][C:7]1[CH:12]=[CH:11][CH:10]=[CH:9][CH:8]=1.C([N-]C(C)C)(C)C.[Li+].O1[CH2:26][CH2:25][CH2:24][CH2:23]1>>[CH3:1][O:2][C:3](=[O:13])[CH:4]([CH2:26][CH2:25][CH:24]=[CH2:23])[N:5]=[CH:6][C:7]1[CH:12]=[CH:11][CH:10]=[CH:9][CH:8]=1 |f:1.2|. Procedure: In step a, the N-(phenylmethylene)glycine methyl ester of structure 55 can be treated with one equivalent of a non-nucleophilic base, such as lithiumdiisopropylamide, in a suitable aprotic solvent, such as tetrahydrofuran, followed by addition of a 4-halobutene of structure 56 to give 2-(3-butenyl)-N-(phenylmethylene)glycine methyl ester of structure 57.